describe an organic reaction: reactants, conditions, products, and yield From a dataset of the Open Reaction Database (ORD), a public repository of structured organic reaction records. Reactants: C=C(C)c1cc(NC2=NCCN2)cc2cc[nH]c12, CO. Yields the product CC(C)c1cc(NC2=NCCN2)cc2cc[nH]c12. RXN SMILES: [C:1](=[CH2:2])([CH3:3])[c:4]1[cH:5][c:6]([NH:13][C:14]2=[N:18][CH2:17][CH2:16][NH:15]2)[cH:7][c:8]2[cH:9][cH:10][nH:11][c:12]12.[CH3:19][OH:20]>>[CH:1]([CH3:2])([CH3:3])[c:4]1[cH:5][c:6]([NH:13][C:14]2=[N:18][CH2:17][CH2:16][NH:15]2)[cH:7][c:8]2[cH:9][cH:10][nH:11][c:12]12. The reactants are Cc1ccc(S(=O)(=O)O)cc1, Cc1ccccc1, CS(=O)(=O)c1ccc(C(O)(c2ccc(F)cc2)C2CCOC2=O)cc1. Product: CS(=O)(=O)c1ccc(C(=C2CCOC2=O)c2ccc(F)cc2)cc1. RXN SMILES: [CH3:1][c:2]1[cH:3][cH:4][c:5]([S:6](=[O:7])(=[O:8])[OH:9])[cH:10][cH:11]1.[CH3:37][c:38]1[cH:39][cH:40][cH:41][cH:42][cH:43]1.[F:12][c:13]1[cH:14][cH:15][c:16]([C:19]([c:20]2[cH:21][cH:22][c:23]([S:26](=[O:27])(=[O:28])[CH3:29])[cH:24][cH:25]2)([OH:30])[CH:31]2[C:32](=[O:36])[O:33][CH2:34][CH2:35]2)[cH:17][cH:18]1>>[F:12][c:13]1[cH:14][cH:15][c:16]([C:19]([c:20]2[cH:21][cH:22][c:23]([S:26](=[O:27])(=[O:28])[CH3:29])[cH:24][cH:25]2)=[C:31]2[C:32](=[O:36])[O:33][CH2:34][CH2:35]2)[cH:17][cH:18]1. Starting materials: C(#N)C=1C=C(C=CC1S(=O)(=O)C)[C@H](C(=O)O)CC1CCCC1 ((R)-2-(3-cyano-4-methanesulfonyl-phenyl)-3-cyclopentyl-propionic acid), NC1=NN(C=C1)CCCO (3-(3-amino-pyrazol-1-yl)-propan-1-ol), N1=C(C=CC=C1C)C (2,6-lutidine), C(C(=O)Cl)(=O)Cl (oxalyl chloride). Reagents/catalysts: CN(C=O)C (N,N-dimethylformamide). Solvent: C(Cl)Cl (methylene chloride), C(Cl)Cl (methylene chloride), C(Cl)Cl (methylene chloride). Run at temperature 25 celsius, time 30 minute. Product: C(#N)C=1C=C(C=CC1S(=O)(=O)C)[C@H](C(=O)NC1=NN(C=C1)CCCO)CC1CCCC1 ((R)-2-(3-cyano-4-methanesulfonyl-phenyl)-3-cyclopentyl-N-[1-(3-hydroxy-propyl)-1H-pyrazol-3-yl]-propionamide). Isolated yield 67.5%. As a reaction SMILES: [C:1]([C:3]1[CH:4]=[C:5]([C@@H:13]([CH2:17][CH:18]2[CH2:22][CH2:21][CH2:20][CH2:19]2)[C:14]([OH:16])=O)[CH:6]=[CH:7][C:8]=1[S:9]([CH3:12])(=[O:11])=[O:10])#[N:2].C(Cl)(=O)C(Cl)=O.[NH2:29][C:30]1[CH:34]=[CH:33][N:32]([CH2:35][CH2:36][CH2:37][OH:38])[N:31]=1.N1C(C)=CC=CC=1C>CN(C)C=O.C(Cl)Cl>[C:1]([C:3]1[CH:4]=[C:5]([C@@H:13]([CH2:17][CH:18]2[CH2:19][CH2:20][CH2:21][CH2:22]2)[C:14]([NH:29][C:30]2[CH:34]=[CH:33][N:32]([CH2:35][CH2:36][CH2:37][OH:38])[N:31]=2)=[O:16])[CH:6]=[CH:7][C:8]=1[S:9]([CH3:12])(=[O:11])=[O:10])#[N:2]. Procedure details: In a round bottom flask was placed (R)-2-(3-cyano-4-methanesulfonyl-phenyl)-3-cyclopentyl-propionic acid (prepared in Example 114, 65 mg, 0.20 mmol), methylene chloride (2 mL) and N,N-dimethylformamide (2 drops). To this solution was then added a solution of oxalyl chloride in methylene chloride (2.0 M solution, 110 μL, 0.22 mmol). Upon addition there was gas evolution. This was stirred for 30 min at 25° C. after which time it was concentrated in vacuo. The residue was then dissolved in methylen...